From a dataset of the Open Reaction Database (ORD), a public repository of structured organic reaction records. describe an organic reaction: reactants, conditions, products, and yield Reactants: CO, CCOC(=O)C(=NOCC(C)C)c1csc(N)n1, [Na+], C1CCOC1, [OH-]. The product is CC(C)CON=C(C(=O)O)c1csc(N)n1. Reaction SMILES: [CH3:21][OH:22].[NH2:1][c:2]1[s:3][cH:4][c:5]([C:7]([C:8](=[O:9])[O:10][CH2:11][CH3:12])=[N:13][O:14][CH2:15][CH:16]([CH3:17])[CH3:18])[n:6]1.[Na+:20].[O:23]1[CH2:24][CH2:25][CH2:26][CH2:27]1.[OH-:19]>>[NH2:1][c:2]1[s:3][cH:4][c:5]([C:7]([C:8](=[O:9])[OH:10])=[N:13][O:14][CH2:15][CH:16]([CH3:17])[CH3:18])[n:6]1.